describe an organic reaction: reactants, conditions, products, and yield From a dataset of the Open Reaction Database (ORD), a public repository of structured organic reaction records. Starting materials: ClCC=1NC2=C(N1)C=CC=C2 (2-Chloromethylbenzimidazole), C(CCC)N (Butylamine). Solvent: CN(C=O)C (dimethylformamide), C(C)#N (acetonitrile). Conditions: time 3 hour. Yields the product 10/2/1 ethyl acetate methanol triethylamine, C(CCC)NCC=1NC2=C(N1)C=CC=C2 (2-butylaminomethylbenzimidazole). Yield: 42.6%. As a reaction SMILES: [CH2:1]([NH2:5])[CH2:2][CH2:3][CH3:4].Cl[CH2:7][C:8]1[NH:9][C:10]2[CH:16]=[CH:15][CH:14]=[CH:13][C:11]=2[N:12]=1>C(#N)C.CN(C)C=O>[CH2:1]([NH:5][CH2:7][C:8]1[NH:9][C:10]2[CH:16]=[CH:15][CH:14]=[CH:13][C:11]=2[N:12]=1)[CH2:2][CH2:3][CH3:4]. Procedure details: Butylamine (30 mL, 300 mmol) was dissolved in 150 mL of acetonitrile at room temperature. 2-Chloromethylbenzimidazole (5 g, 30 mmol) dissolved in 50 mL dimethylformamide was added dropwise. After stirring 3 hours at room temperature, the solvent was removed in vacuo. The residue was dissolved in 100 mL ethyl acetate and washed 2×100 mL H2O followed by 1×100 mL brine. The organic layer was dried over MgSO4, filtered, and then concentrated. The residue was purified by silica gel chromatography elu...